Dataset: the Open Reaction Database (ORD), a public repository of structured organic reaction records. Task: describe an organic reaction: reactants, conditions, products, and yield Reactants: ClC=1C=C2C=C(NC2=CC1)C1=C(C=C(C=C1)Cl)Cl (5-chloro-2-(2,4-dichlorophenyl)-1H-indole), CI (methyl iodide), [H-].[Na+] (NaH). The solvent is O1CCCC1 (tetrahydrofuran). Run at time 16 hour. Yields the product ClC=1C=C2C=C(N(C2=CC1)C)C1=C(C=C(C=C1)Cl)Cl (5-Chloro-2-(2,4-dichlorophenyl)-1-methyl-1H-indole). RXN SMILES: [Cl:1][C:2]1[CH:3]=[C:4]2[C:8](=[CH:9][CH:10]=1)[NH:7][C:6]([C:11]1[CH:16]=[CH:15][C:14]([Cl:17])=[CH:13][C:12]=1[Cl:18])=[CH:5]2.[CH3:19]I.[H-].[Na+]>O1CCCC1>[Cl:1][C:2]1[CH:3]=[C:4]2[C:8](=[CH:9][CH:10]=1)[N:7]([CH3:19])[C:6]([C:11]1[CH:16]=[CH:15][C:14]([Cl:17])=[CH:13][C:12]=1[Cl:18])=[CH:5]2 |f:2.3|. Reported procedure: A mixture of 5-chloro-2-(2,4-dichlorophenyl)-1H-indole (160 mg, 0.54 mmol) and methyl iodide (124 μL, 2.0 mmol) in tetrahydrofuran is treated with NaH (60% dispersion in mineral oil, 160 mg, 4.0 mmol), shaken at room temperature for 16 h, quenched with water and extracted with ethyl acetate. The extracts are combined and concentrated in vacuo to afford the title product which is used as is in Example 128.